Task: describe an organic reaction: reactants, conditions, products, and yield. Dataset: the Open Reaction Database (ORD), a public repository of structured organic reaction records The reactants are N1CCC(CC1)C1=CNC2=CC=CC=C12 (3-piperidine-4-yl-1H-indole), CN(C1(CCC(CC1)=O)C1=CC=CC=C1)C (4-dimethylamino-4-phenylcyclohexanone), C(C)(=O)O (acetic acid), sodium triacetoxy boron hydride. Run in ClCCCl (1,2-dichloroethane). Reaction conditions: time 24 hour. The product is N1C=C(C2=CC=CC=C12)C1CCN(CC1)C1CCC(CC1)(C1=CC=CC=C1)N(C)C ({4-[4-(1H-indol-3-yl)piperidine-1-yl]-1-phenylcyclohexyl}-dimethylamine). RXN SMILES: [NH:1]1[CH2:6][CH2:5][CH:4]([C:7]2[C:15]3[C:10](=[CH:11][CH:12]=[CH:13][CH:14]=3)[NH:9][CH:8]=2)[CH2:3][CH2:2]1.[CH3:16][N:17]([CH3:31])[C:18]1([C:25]2[CH:30]=[CH:29][CH:28]=[CH:27][CH:26]=2)[CH2:23][CH2:22][C:21](=O)[CH2:20][CH2:19]1.C(O)(=O)C>ClCCCl>[NH:9]1[C:10]2[C:15](=[CH:14][CH:13]=[CH:12][CH:11]=2)[C:7]([CH:4]2[CH2:5][CH2:6][N:1]([CH:21]3[CH2:20][CH2:19][C:18]([N:17]([CH3:31])[CH3:16])([C:25]4[CH:30]=[CH:29][CH:28]=[CH:27][CH:26]=4)[CH2:23][CH2:22]3)[CH2:2][CH2:3]2)=[CH:8]1. Procedure: 3-piperidine-4-yl-1H-indole (200 mg, 1 mmole) and 4-dimethylamino-4-phenylcyclohexanone (217 mg, 1 mmole) were dissolved in dry 1,2-dichloroethane (20 ml). Glacial acetic acid (1 mmole) and sodium triacetoxy boron hydride (300 mg, 1.4 mmole) were added to this mixture. The reaction mixture was then stirred for 24 hours at RT. The reaction mixture was worked up by distilling off the 1,2-dichloroethane and diluting with water (10 ml). The reaction mixture was adjusted to pH 11 with 5M NaOH and ext... Starting materials: BrCCCOCc1ccccc1, CCOC(C)=O, O=S(=O)(NC1CCCC1)c1ccc(Cl)nc1, [K+], [K+], O=C([O-])[O-], CN(C)C=O. Yields the product O=S(=O)(c1ccc(Cl)nc1)N(CCCOCc1ccccc1)C1CCCC1. RXN SMILES: [Br:23][CH2:24][CH2:25][CH2:26][O:27][CH2:28][c:29]1[cH:30][cH:31][cH:32][cH:33][cH:34]1.[CH3:40][CH2:41][O:42][C:43]([CH3:44])=[O:45].[Cl:1][c:2]1[cH:3][cH:4][c:5]([S:8](=[O:9])(=[O:10])[NH:11][CH:12]2[CH2:13][CH2:14][CH2:15][CH2:16]2)[cH:6][n:7]1.[K+:17].[K+:18].[O-:19][C:20]([O-:21])=[O:22].[O:35]=[CH:36][N:37]([CH3:38])[CH3:39]>>[Cl:1][c:2]1[cH:3][cH:4][c:5]([S:8](=[O:9])(=[O:10])[N:11]([CH:12]2[CH2:13][CH2:14][CH2:15][CH2:16]2)[CH2:24][CH2:25][CH2:26][O:27][CH2:28][c:29]2[cH:30][cH:31][cH:32][cH:33][cH:34]2)[cH:6][n:7]1. Reactants: O1CCCC1 (tetrahydrofuran), C1(=CC=CC=C1)C (toluene), C1(=CC=CC=C1)[Mg]Br (phenylmagnesium bromide), CC(C(C)=O)=O (2,3-butanedione). Solvent: C1CCOC1.C1(=CC=CC=C1)C (THF PhMe). The product is OC(C(C)=O)(C)C1=CC=CC=C1 (3-hydroxy-3-phenylbutan-2-one). The yield is 68.0%. Reaction SMILES: O1CCCC1.C1(C)C=CC=CC=1.[C:13]1([Mg]Br)[CH:18]=[CH:17][CH:16]=[CH:15][CH:14]=1.[CH3:21][C:22](=[O:26])[C:23](=[O:25])[CH3:24]>C1COCC1.C1(C)C=CC=CC=1>[OH:26][C:22]([C:13]1[CH:18]=[CH:17][CH:16]=[CH:15][CH:14]=1)([CH3:21])[C:23](=[O:25])[CH3:24] |f:4.5|. Procedure: The process can also be run in mixtures of tetrahydrofuran and toluene, thereby making the process more economical. When 1.1 equivalent of phenylmagnesium bromide (1.9M in 50% THF/PhMe) was added to 2,3-butanedione in 50% THF/PhMe, crude product was isolated in 82.4% yield (Run 10, Table IV) after work-up. Short path vacuum distillation gave 3-hydroxy-3-phenylbutan-2-one in 68% yield. Alternatively, preparation of phenylmagnesium bromide in 38% THF/PhMe, followed by reaction with 2,3-butanedione... Starting materials: FC1=C(C=O)C=CC(=C1)F (2,4-difluorobenzaldehyde), BrC1=C(C(=NN1C)C)C1=C(C=C(C=C1)F)Cl (5-Bromo-4-(2-chloro-4-fluorophenyl)-1,3-dimethyl-1H-pyrazole), CCCCCC (hexane), C(CCC)[Li] (n-butyllithium). Run in O1CCCC1 (tetrahydrofuran), O1CCCC1 (tetrahydrofuran). Run at time 15 minute. Product: ClC1=C(C=CC(=C1)F)C=1C(=NN(C1C(O)C1=C(C=C(C=C1)F)F)C)C (4-(2-Chloro-4-fluorophenyl)-α-(2,4-difluorophenyl)-1,3-dimethyl-1H-pyrazole-5-methanol). As a reaction SMILES: Br[C:2]1[N:6]([CH3:7])[N:5]=[C:4]([CH3:8])[C:3]=1[C:9]1[CH:14]=[CH:13][C:12]([F:15])=[CH:11][C:10]=1[Cl:16].CCCCCC.C([Li])CCC.[F:28][C:29]1[CH:36]=[C:35]([F:37])[CH:34]=[CH:33][C:30]=1[CH:31]=[O:32]>O1CCCC1>[Cl:16][C:10]1[CH:11]=[C:12]([F:15])[CH:13]=[CH:14][C:9]=1[C:3]1[C:4]([CH3:8])=[N:5][N:6]([CH3:7])[C:2]=1[CH:31]([C:30]1[CH:33]=[CH:34][C:35]([F:37])=[CH:36][C:29]=1[F:28])[OH:32]. Procedure details: 5-Bromo-4-(2-chloro-4-fluorophenyl)-1,3-dimethyl-1H-pyrazole (i.e. the product of Synthesis Example 1, Step B) (0.25 g, 0.82 mmol) was dissolved in anhydrous tetrahydrofuran (12 mL), and the mixture was cooled in a dry ice/acetone bath under a nitrogen atmosphere. A hexane solution of n-butyllithium (2.0 M, 0.49 mL, 0.98 mmol) was added dropwise over 5 minutes. After 15 minutes, a solution of 2,4-difluorobenzaldehyde (0.09 mL, 0.82 mmol) in anhydrous tetrahydrofuran (3 mL) was added slowly dropw...